Dataset: the Open Reaction Database (ORD), a public repository of structured organic reaction records. Task: describe an organic reaction: reactants, conditions, products, and yield The reactants are C(N)(=N)C1=CC=C(C=C1)C=1N=C(N(C1)C)C1=CC=C(C=C1)CCC(=O)OC (4-(4-amidino-phenyl)-2-[4-(2-methoxycarbonyl-ethyl)-phenyl]-1-methyl-imidazole), C(C)P(=O)(CC)C#N (diethylphosphorylcyanide). Run in CN(C=O)C (dimethylformamide). The product is C(C)P(=O)(CC)NC(=N)C1=CC=C(C=C1)C=1N=C(N(C1)C)C1=CC=C(C=C1)CCC(=O)OC (4-(4-Diethylphosphorylamidino-phenyl)-2-[4-(2-methoxycarbonyl-ethyl)-phenyl]-1-methyl-imidazole). As a reaction SMILES: [C:1]([C:4]1[CH:9]=[CH:8][C:7]([C:10]2[N:11]=[C:12]([C:16]3[CH:21]=[CH:20][C:19]([CH2:22][CH2:23][C:24]([O:26][CH3:27])=[O:25])=[CH:18][CH:17]=3)[N:13]([CH3:15])[CH:14]=2)=[CH:6][CH:5]=1)(=[NH:3])[NH2:2].[CH2:28]([P:30](C#N)([CH2:32][CH3:33])=[O:31])[CH3:29]>CN(C)C=O>[CH2:28]([P:30]([NH:3][C:1]([C:4]1[CH:9]=[CH:8][C:7]([C:10]2[N:11]=[C:12]([C:16]3[CH:21]=[CH:20][C:19]([CH2:22][CH2:23][C:24]([O:26][CH3:27])=[O:25])=[CH:18][CH:17]=3)[N:13]([CH3:15])[CH:14]=2)=[CH:6][CH:5]=1)=[NH:2])([CH2:32][CH3:33])=[O:31])[CH3:29]. Reported procedure: Prepared by reacting 4-(4-amidino-phenyl)-2-[4-(2-methoxycarbonyl-ethyl)-phenyl]-1-methyl-imidazole with diethylphosphorylcyanide in dimethylformamide.